From a dataset of the Open Reaction Database (ORD), a public repository of structured organic reaction records. describe an organic reaction: reactants, conditions, products, and yield Reaction SMILES: [C:1]([OH:8])(=[O:7])/[CH:2]=[CH:3]/[C:4]([OH:6])=[O:5].[NH:9]1[CH2:13][CH2:12][C@@H:11]([O:14]/[N:15]=[C:16]2\[CH2:17][CH:18]3[C@:31]([CH3:35])([CH2:32][C@H:33]\2[F:34])[C@@H:30]2[C@H:21]([C@H:22]4[C@@:26]([CH2:28][CH2:29]2)([CH3:27])[C@@H:25]([OH:36])[CH2:24][CH2:23]4)[CH2:20][C:19]3=O)[CH2:10]1.Cl.[CH3:39][O:40][NH2:41]>>[C:1]([OH:8])(=[O:7])/[CH:2]=[CH:3]/[C:4]([OH:6])=[O:5].[NH:9]1[CH2:13][CH2:12][C@@H:11]([O:14]/[N:15]=[C:16]2\[CH2:17][CH:18]3[C@:31]([CH3:35])([CH2:32][C@H:33]\2[F:34])[C@@H:30]2[C@H:21]([C@H:22]4[C@@:26]([CH2:28][CH2:29]2)([CH3:27])[C@@H:25]([OH:36])[CH2:24][CH2:23]4)[CH2:20]/[C:19]/3=[N:41]\[O:40][CH3:39])[CH2:10]1 |f:0.1,2.3,4.5|. The reactants are C(\C=C\C(=O)O)(=O)O.N1C[C@@H](CC1)O\N=C\1/CC2C(C[C@H]3[C@@H]4CC[C@@H]([C@@]4(C)CC[C@@H]3[C@]2(C[C@H]1F)C)O)=O ((E)-3-[3-(R)-Pyrrolidinyl]oxyimino-2α-fluoro-17β-hydroxyandrostan-6-one fumarate), Cl.CON (methoxyamine hydrochloride). Reported procedure: The title compound was obtained in 56% yield following the procedure described in Example 34 starting from (E)-3-[3-(R)-pyrrolidinyl]oxyimino-2α-fluoro-17β-hydroxyandrostan-6-one fumarate (Example 35, 72 mg) and methoxyamine hydrochloride (14 mg). After evaporation of the solvent the crude reaction mixture was purified by flash chromatography (SiO2, CHCl3/MeOH/26% NH4OH 90/10/1). To the concentrated fractions, a stoichiometric amount of fumaric acid in MeOH was added. The resulting precipitate w... The product is C(\C=C\C(=O)O)(=O)O.N1C[C@@H](CC1)O\N=C\1/CC2/C(/C[C@H]3[C@@H]4CC[C@@H]([C@@]4(C)CC[C@@H]3[C@]2(C[C@H]1F)C)O)=N/OC ((E)-3-[3-(R)-Pyrrolidinyl]oxyimino-2α-fluoro-6-(E)-methoxyiminoandrostan-17β-ol fumarate).